Dataset: the Open Reaction Database (ORD), a public repository of structured organic reaction records. Task: describe an organic reaction: reactants, conditions, products, and yield Reactants: CC(C)([O-])C.[K+] (potassium t-butoxide), SiO2 PhCH3, [OH-].[Na+] (NaOH), C1=CC=CC=2C=CC=3NC=4C=CC=CC4C3C21 (7H-benzo[c]carbazole), COS(=O)(=O)OC (Dimethylsulfate). Run in C1CCOC1 (THF), C(Cl)Cl (CH2Cl2). Reaction conditions: time 15 minute. The product is CN1C=2C=CC=CC2C=2C3=C(C=CC12)C=CC=C3 (7-methyl-7H-benzo[c]carbazole). Yield: 71.1%. RXN SMILES: [CH:1]1[C:17]2[C:16]3[C:15]4[CH:14]=[CH:13][CH:12]=[CH:11][C:10]=4[NH:9][C:8]=3[CH:7]=[CH:6][C:5]=2[CH:4]=[CH:3][CH:2]=1.[CH3:18]C(C)([O-])C.[K+].COS(OC)(=O)=O.[OH-].[Na+]>C(Cl)Cl.C1COCC1>[CH3:18][N:9]1[C:8]2[CH:7]=[CH:6][C:5]3[CH:4]=[CH:3][CH:2]=[CH:1][C:17]=3[C:16]=2[C:15]2[CH:14]=[CH:13][CH:12]=[CH:11][C:10]1=2 |f:1.2,4.5|. Procedure details: To a RB flask equipped with magnetic stirring bar, reflux condenser and N2 inlet line with bubbler was added 7H-benzo[c]carbazole (H.G. Pars Pharmaceutical Laboratories, Inc., 6.6 g, 30.4 mmol) and dry THF (250 mL). To the flask was added in one portion potassium t-butoxide (Aldrich, 4.2 g, 37.4 mmol). Dimethylsulfate (Aldrich, 7.56 g, 60.0 mmol, 5.9 mL) was added dropwise to the solution and the mixture stirred for 15 min. TLC (SiO2 /PhCH3) showed the reaction to be complete. The reaction mixtu... The reactants are ClC=1C(=C(C(=NC1)F)F)N1N=CC=C1 (5-chloro-2,3-difluoro-4-(1H-pyrazol-1-yl)pyridine), CN1CCCC1=O (NMP), N (ammonia). Run in O (water). Yields the product ClC=1C(=C(C(=NC1)N)F)N1N=CC=C1 (5-Chloro-3-fluoro-4-(1H-pyrazol-1-yl)pyridin-2-amine). As a reaction SMILES: [Cl:1][C:2]1[C:3]([N:10]2[CH:14]=[CH:13][CH:12]=[N:11]2)=[C:4]([F:9])[C:5](F)=[N:6][CH:7]=1.C[N:16]1C(=O)CCC1.N>O>[Cl:1][C:2]1[C:3]([N:10]2[CH:14]=[CH:13][CH:12]=[N:11]2)=[C:4]([F:9])[C:5]([NH2:16])=[N:6][CH:7]=1. Procedure details: A mixture of 5-chloro-2,3-difluoro-4-(1H-pyrazol-1-yl)pyridine (37 g, 0.17 mol, 1.0 equiv) and NMP (200 mL) in a pressure vessel was stirred at 50° C. under 20 psi of ammonia gas overnight. The mixture was diluted with water (400 mL) and extracted with EtOAc (2×300 mL). The organic fractions were combined, dried over Na2SO4, and concentrated under vacuum. To the residue was added water (300 mL) with stirring. The resulting solid was collected by filtration, and the cake was washed with isopropan... Reactants: C(C)(C)(C)C1=CC=C(CNCCC2=CC(=C(C=C2)F)C(F)(F)F)C=C1 ((4-tert-butyl-benzyl)-[2-(4-fluoro-3-trifluoromethyl-phenyl)-ethyl]-amine), N1C=CC2=CC=CC(=C12)C(=O)O (1H-indole-7-carboxylic acid), CN(C)C(=[N+](C)C)ON1C2=C(C=CC=C2)N=N1.[B-](F)(F)(F)F (TBTU), C(C)(C)N(C(C)C)CC (N,N-diisopropylethyl amine). The solvent is CN(C)C=O (DMF), O (water), CN(C)C=O (DMF). Conditions: time 5 minute. Product: C(C)(C)(C)C1=CC=C(CN(C(=O)C=2C=CC=C3C=CNC23)CCC2=CC(=C(C=C2)F)C(F)(F)F)C=C1 (1H-Indole-7-carboxylic acid (4-tert-butyl-benzyl)-[2-(4-fluoro-3-trifluoromethyl-phenyl)-ethyl]-amide). The yield is 72.0%. RXN SMILES: [NH:1]1[C:9]2[C:4](=[CH:5][CH:6]=[CH:7][C:8]=2[C:10]([OH:12])=O)[CH:3]=[CH:2]1.CN(C(ON1N=NC2C=CC=CC1=2)=[N+](C)C)C.[B-](F)(F)(F)F.C(N(CC)C(C)C)(C)C.[C:44]([C:48]1[CH:68]=[CH:67][C:51]([CH2:52][NH:53][CH2:54][CH2:55][C:56]2[CH:61]=[CH:60][C:59]([F:62])=[C:58]([C:63]([F:66])([F:65])[F:64])[CH:57]=2)=[CH:50][CH:49]=1)([CH3:47])([CH3:46])[CH3:45]>CN(C=O)C.O>[C:44]([C:48]1[CH:68]=[CH:67][C:51]([CH2:52][N:53]([CH2:54][CH2:55][C:56]2[CH:61]=[CH:60][C:59]([F:62])=[C:58]([C:63]([F:65])([F:66])[F:64])[CH:57]=2)[C:10]([C:8]2[CH:7]=[CH:6][CH:5]=[C:4]3[C:9]=2[NH:1][CH:2]=[CH:3]3)=[O:12])=[CH:50][CH:49]=1)([CH3:47])([CH3:45])[CH3:46] |f:1.2|. Procedure details: To a solution of 48 mg (0.3 mmol) of 1H-indole-7-carboxylic acid and 96 mg of TBTU (0.3 mmol) in 3 ml DMF, were added 0.26 ml (1.5 mmol) of N,N-diisopropylethyl amine. After stirring for 5 min at rt, 106 mg (0.3 mmol) of (4-tert-butyl-benzyl)-[2-(4-fluoro-3-trifluoromethyl-phenyl)-ethyl]-amine in 2 ml DMF were added. After stirring for 3 h at rt, the reaction mixture was diluted with 50 ml water and extracted with 2×50 ml EtOAc. The combined organic phases were washed with water and brine, dried... Starting materials: COC1=C(C=O)C=CC=C1 (2-methoxybenzaldehyde), C(C)OC(C(CC(=O)OCC)=O)OCC (ethyl 4,4-diethoxyacetoacetate). Reagents/catalysts: N1CCCCC1 (piperidine). The solvent is C1=CC=CC=C1 (benzene). Product: COC1=C(C=C(C(=O)OCC)C(=O)C(OCC)OCC)C=CC=C1 (ethyl 2-(2-methoxybenzylidene)-4,4-diethoxyacetoacetate). Reaction SMILES: [CH3:1][O:2][C:3]1[CH:10]=[CH:9][CH:8]=[CH:7][C:4]=1[CH:5]=O.[CH2:11]([O:13][CH:14]([O:23][CH2:24][CH3:25])[C:15](=[O:22])[CH2:16][C:17]([O:19][CH2:20][CH3:21])=[O:18])[CH3:12]>N1CCCCC1.C1C=CC=CC=1>[CH3:1][O:2][C:3]1[CH:10]=[CH:9][CH:8]=[CH:7][C:4]=1[CH:5]=[C:16]([C:15]([CH:14]([O:13][CH2:11][CH3:12])[O:23][CH2:24][CH3:25])=[O:22])[C:17]([O:19][CH2:20][CH3:21])=[O:18]. Reported procedure: A solution of 2-methoxybenzaldehyde (2.7228 g), ethyl 4,4-diethoxyacetoacetate (4.3648 g) and piperidine (4 or 5 drops) in benzene (20 ml) was refluxed under azeotropic dehydration for 3 hours. The resultant solution was washed with water and dried. The solvent was removed from the extract to give oily ethyl 2-(2-methoxybenzylidene)-4,4-diethoxyacetoacetate. The mixture of the compound obtained above and ethyl 3-aminocrotonate (2.5832 g) was heated in an oil bath (about 100° C.) for 7 hours. Aft... Reactants: C(C)(=O)OC[C@@H]1[C@H]([C@H]([C@@H](O1)N1C=NC=2C(N)=NC=NC12)O)Br (5'-O-acetyl-3'-deoxy-3'-bromoadenosine), C([O-])([O-])=O.[Na+].[Na+] (sodium carbonate). The reagents and catalysts are [Pd] (Pd/C). The solvent is C(C)#N (acetonitrile). Conditions: time 2 hour. Yields the product C(C)(=O)OC[C@@H]1C[C@H]([C@@H](O1)N1C=NC=2C(N)=NC=NC12)O (3'-deoxy-5'-O-acetyladenosine). Isolated yield 68.5%. RXN SMILES: [C:1]([O:4][CH2:5][C@H:6]1[O:10][C@@H:9]([N:11]2[C:20]3[N:19]=[CH:18][N:17]=[C:15]([NH2:16])[C:14]=3[N:13]=[CH:12]2)[C@H:8]([OH:21])[C@@H:7]1Br)(=[O:3])[CH3:2].C(=O)([O-])[O-].[Na+].[Na+]>C(#N)C.[Pd]>[C:1]([O:4][CH2:5][C@H:6]1[O:10][C@@H:9]([N:11]2[C:20]3[N:19]=[CH:18][N:17]=[C:15]([NH2:16])[C:14]=3[N:13]=[CH:12]2)[C@H:8]([OH:21])[CH2:7]1)(=[O:3])[CH3:2] |f:1.2.3|. Procedure details: After 5 g of 5'-O-acetyl-3'-deoxy-3'-bromoadenosine (X) was dissolved in 100 ml of acetonitrile, 1.71 g of sodium carbonate (dissolved in 10 ml of water) and 1.5 g of Pd/C were added to the solution. The mixture was stirred at room temperature for 2 hours under hydrogen atmosphere of 3.5 atms. The reaction solution was filtered and the residue was washed with ethyl acetate. The filtrate was combined with the washing liquid. After the organic solvent was distilled off under reduced pressure, the ... Starting materials: crude product, ONC(=O)N (hydroxy urea), Cl (HCl), CO (methanol), COC(CC(CC)=O)OC (1,1-dimethoxypentane-3-on), C(C)O (ethanol). Conditions: temperature -6.5 celsius, time 1 hour. Yields the product Cl.C(C)C=1N=C([N+](=CC1)[O-])O (4-Ethylpyrimidin-2-ol-1-oxide hydrochloride). Reaction SMILES: [OH:1][NH:2][C:3]([NH2:5])=[O:4].CO.CO[CH:10](OC)[CH2:11][C:12](=O)[CH2:13][CH3:14].C(O)C.[ClH:21]>>[ClH:21].[CH2:13]([C:12]1[N:5]=[C:3]([OH:4])[N+:2]([O-:1])=[CH:10][CH:11]=1)[CH3:14] |f:5.6|. Reported procedure: 0.388 mol (25.9 g) hydroxy urea were dissolved in 195 ml 2 M HCl, 80 ml of methanol were added and 0.388 mol (56.7 g) of 1,1-dimethoxypentane-3-on (62% content in product mixture) were added dropwise under cooling with the internal temperature being maintained at −6 to −7° C. The solution was thawed to room temperature in an ice bath and stirred for 1 h, then evaporated until dryness. The residue was suspended with 100 ml of acetone, the mixture was cooled to below 0° C. in an ice/ethanol bath, ... The reactants are C1CCOC1, COc1ccc(N)cc1O, O=C1Nc2cc(C(=O)c3cccc(NC(=O)c4cccs4)c3)ccc2C1=CO. The product is COc1ccc(NC=C2C(=O)Nc3cc(C(=O)c4cccc(NC(=O)c5cccs5)c4)ccc32)cc1O. As a reaction SMILES: [CH2:39]1[O:40][CH2:41][CH2:42][CH2:43]1.[NH2:29][c:30]1[cH:31][cH:32][c:33]([O:37][CH3:38])[c:34]([OH:36])[cH:35]1.[OH:1][CH:2]=[C:3]1[C:4](=[O:28])[NH:5][c:6]2[cH:7][c:8]([C:12](=[O:13])[c:14]3[cH:15][c:16]([NH:20][C:21](=[O:22])[c:23]4[s:24][cH:25][cH:26][cH:27]4)[cH:17][cH:18][cH:19]3)[cH:9][cH:10][c:11]21>>[CH:2](=[C:3]1[C:4](=[O:28])[NH:5][c:6]2[cH:7][c:8]([C:12](=[O:13])[c:14]3[cH:15][c:16]([NH:20][C:21](=[O:22])[c:23]4[s:24][cH:25][cH:26][cH:27]4)[cH:17][cH:18][cH:19]3)[cH:9][cH:10][c:11]21)[NH:29][c:30]1[cH:31][cH:32][c:33]([O:37][CH3:38])[c:34]([OH:36])[cH:35]1.